From a dataset of the Open Reaction Database (ORD), a public repository of structured organic reaction records. describe an organic reaction: reactants, conditions, products, and yield The reactants are C(C)(=O)N1C(=NC(C1=O)(C)C(C)C)C1=C(C(=O)OC)C=CC(=[N+]1[O-])C (methyl 2-(1-acetyl-4-isopropyl-4-methyl-5-oxo-2-imidazolin-2-yl)-6-methylnicotinate-1-oxide). Run in C(C)(=O)OC(C)=O (acetic anhydride). Yields the product C(C)(=O)OCC1=NC(=C(C(=O)OC)C=C1)C=1N(C(C(N1)(C)C(C)C)=O)C(C)=O (methyl 6-acetoxymethyl-2-(1-acetyl-4-isopropyl-4-methyl-5-oxo-2-imidazolin-2-yl)nicotinate). RXN SMILES: [C:1]([N:4]1[C:8](=[O:9])[C:7]([CH:11]([CH3:13])[CH3:12])([CH3:10])[N:6]=[C:5]1[C:14]1[N+:23]([O-])=[C:22]([CH3:25])[CH:21]=[CH:20][C:15]=1[C:16]([O:18][CH3:19])=[O:17])(=[O:3])[CH3:2]>C(OC(=O)C)(=O)C>[C:16]([O:18][CH2:25][C:22]1[CH:21]=[CH:20][C:15]([C:16]([O:18][CH3:19])=[O:17])=[C:14]([C:5]2[N:4]([C:1](=[O:3])[CH3:2])[C:8](=[O:9])[C:7]([CH:11]([CH3:13])[CH3:12])([CH3:10])[N:6]=2)[N:23]=1)(=[O:17])[CH3:15]. Procedure details: A solution of 37.6 g of methyl 2-(1-acetyl-4-isopropyl-4-methyl-5-oxo-2-imidazolin-2-yl)-6-methylnicotinate-1-oxide in 350 mL of acetic anhydride is stirred and heated at reflux for 31/2 hours. The reaction is concentrated in vacuo, and the residue is chromatographed on silica gel using hexane-ethyl acetate as eluant to give the desired product as a solid. Recrystallization of the solid from methylene chloride-hexanes affords analytically pure material, mp 111°-112° C. The reactants are FC(C(=O)O)(F)F.C(C)(C)[C@H]1[C@H](CC[C@H](C1)N(C)C(C)C)NC(CNC(OCC1=CC=CC=C1)=O)=O (benzyl 2-((1S,2S,4R)-2-isopropyl-4-(isopropyl(methyl)amino)cyclohexylamino)-2-oxoethylcarbamate trifluoroacetate). The reagents and catalysts are [Pd] (Pd/C). Solvent: CO (MeOH). Reaction conditions: time 3 hour. Yields the product NCC(=O)N[C@@H]1[C@@H](C[C@@H](CC1)N(C)C(C)C)C(C)C (2-amino-N-((1S,2S,4R)-2-isopropyl-4-(isopropyl(methyl)amino)cyclohexyl)acetamide). Yield: 122.6%. RXN SMILES: FC(F)(F)C(O)=O.[CH:8]([C@@H:11]1[CH2:16][C@H:15]([N:17]([CH:19]([CH3:21])[CH3:20])[CH3:18])[CH2:14][CH2:13][C@@H:12]1[NH:22][C:23](=[O:36])[CH2:24][NH:25]C(=O)OCC1C=CC=CC=1)([CH3:10])[CH3:9]>CO.[Pd]>[NH2:25][CH2:24][C:23]([NH:22][C@H:12]1[CH2:13][CH2:14][C@@H:15]([N:17]([CH:19]([CH3:20])[CH3:21])[CH3:18])[CH2:16][C@H:11]1[CH:8]([CH3:10])[CH3:9])=[O:36] |f:0.1|. Reported procedure: A solution of benzyl 2-((1S,2S,4R)-2-isopropyl-4-(isopropyl(methyl)amino)cyclohexylamino)-2-oxoethylcarbamate trifluoroacetate (188 mg) in MeOH (10 mL) was charged with 10% Pd/C, Degussa (30 mg). The reaction flask was evacuated and then back-filled with hydrogen; this was repeated three more times. The reaction was stirred under 1 atm of H2 for 3 h and then filtered and concentrated to afford 2-amino-N-((1S,2S,4R)-2-isopropyl-4-(isopropyl(methyl)amino)cyclohexyl)acetamide (120 mg). MS found: (M... The reactants are CC(C)S(=O)(=O)NC1CC1c1ccc(Br)cc1, CCO, [Na+], [OH-]. Product: O=C(O)C1CC1c1ccc(Br)cc1. Reaction SMILES: [Br:1][c:2]1[cH:3][cH:4][c:5]([CH:8]2[CH:9]([NH:11][S:12]([CH:13]([CH3:14])[CH3:15])(=[O:16])=[O:17])[CH2:10]2)[cH:6][cH:7]1.[CH3:20][CH2:21][OH:22].[Na+:19].[OH-:18]>>[Br:1][c:2]1[cH:3][cH:4][c:5]([CH:8]2[CH:9]([C:21](=[O:18])[OH:22])[CH2:10]2)[cH:6][cH:7]1. Starting materials: CC(C)([O-])C.[Na+] (Sodium tert-butoxide), 1,1′ bis(di-t-butylphosphino ferrocene), FC(C1=CC(=NC=C1)N)(F)F (4-(trifluoromethyl)pyridin-2-amine), ClC1=NC(=CC(=N1)Cl)C (2,4-dichloro-6-methylpyrimidine). The reagents and catalysts are C=1C=CC(=CC1)/C=C/C(=O)/C=C/C2=CC=CC=C2.C=1C=CC(=CC1)/C=C/C(=O)/C=C/C2=CC=CC=C2.C=1C=CC(=CC1)/C=C/C(=O)/C=C/C2=CC=CC=C2.[Pd].[Pd] (Pd2(dba)3). Solvent: O1CCOCC1 (dioxane). Product: ClC1=NC(=CC(=N1)NC1=NC=CC(=C1)C(F)(F)F)C (2-chloro-6-methyl-N-[4-(trifluoromethyl)pyridin-2-yl]pyrimidin-4-amine). As a reaction SMILES: [F:1][C:2]([F:11])([F:10])[C:3]1[CH:8]=[CH:7][N:6]=[C:5]([NH2:9])[CH:4]=1.[Cl:12][C:13]1[N:18]=[C:17](Cl)[CH:16]=[C:15]([CH3:20])[N:14]=1.CC(C)([O-])C.[Na+]>O1CCOCC1.C1C=CC(/C=C/C(/C=C/C2C=CC=CC=2)=O)=CC=1.C1C=CC(/C=C/C(/C=C/C2C=CC=CC=2)=O)=CC=1.C1C=CC(/C=C/C(/C=C/C2C=CC=CC=2)=O)=CC=1.[Pd].[Pd]>[Cl:12][C:13]1[N:18]=[C:17]([NH:9][C:5]2[CH:4]=[C:3]([C:2]([F:1])([F:10])[F:11])[CH:8]=[CH:7][N:6]=2)[CH:16]=[C:15]([CH3:20])[N:14]=1 |f:2.3,5.6.7.8.9|. Reported procedure: Nitrogen was bubbled through a solution of 4-(trifluoromethyl)pyridin-2-amine (10.96 g, 67.6 mmol), 2,4-dichloro-6-methylpyrimidine (11.02 g, 67.6 mmol) in dioxane (198 mL) for 10 minutes. Sodium tert-butoxide (6.50 g, 67.6 mmol) and 1,1′ bis(di-t-butylphosphino ferrocene) (3.21 g, 6.76 mmol) were added, followed by Pd2(dba)3 (3.10 g, 3.38 mmol) and the solution was evacuated and then purged with nitrogen. After heating to reflux for 3 h, the reaction mixture was cooled to room temperature and E... Starting materials: CCOCC (Ether), ClC=1C=C(C(=O)O)C=CN1 (2-chloroisonicotinic acid), Cl.CNOC (N,O-dimethylhydroxylamine hydrochloride), C(=O)(N1C=NC=C1)N1C=NC=C1 (1,1′-carbonyldiimidazole). The solvent is C(Cl)Cl (methylenechloride). Run at time 0.5 hour. The product is ClC1=NC=CC(=C1)C(N(OC)C)=O (2-Chloro-4-(N-methyl-N-methoxycarbamoyl)pyridine). Isolated yield 68.8%. RXN SMILES: [Cl:1][C:2]1[CH:3]=[C:4]([CH:8]=[CH:9][N:10]=1)[C:5](O)=[O:6].C(N1C=CN=C1)(N1C=CN=C1)=O.Cl.[CH3:24][NH:25][O:26][CH3:27].CCOCC>C(Cl)Cl>[Cl:1][C:2]1[CH:3]=[C:4]([C:5](=[O:6])[N:25]([CH3:24])[O:26][CH3:27])[CH:8]=[CH:9][N:10]=1 |f:2.3|. Procedure: To a suspension of 2-chloroisonicotinic acid (18.0 g, 0.105 mol) in 250 mL of methylenechloride was added 1,1′-carbonyldiimidazole (17.0 g, 0.105 mol) portionwise. The mixture was stirred for 0.5 h and N,O-dimethylhydroxylamine hydrochloride (10.2 g, 0.105 mol) was added rapidly. The reaction mixture was stirred at room temperature overnight. Ether was added and the organic layer was washed with water, dried, dried over magnesium sulfate and filtered. The filtrate was concentrated to give 14.5 g... Reactants: Cn1cc(Br)cc(Nc2ccc3c(n2)CCNC3)c1=O, C=O, CC(=O)O, CO, [Na+], [OH-]. Yields the product CN1CCc2nc(Nc3cc(Br)cn(C)c3=O)ccc2C1. As a reaction SMILES: [Br:1][c:2]1[cH:3][c:4]([NH:10][c:11]2[n:12][c:13]3[c:18]([cH:19][cH:20]2)[CH2:17][NH:16][CH2:15][CH2:14]3)[c:5](=[O:9])[n:6]([CH3:8])[cH:7]1.[CH2:21]=[O:22].[CH3:23][C:24](=[O:25])[OH:26].[CH3:29][OH:30].[Na+:28].[OH-:27]>>[Br:1][c:2]1[cH:3][c:4]([NH:10][c:11]2[n:12][c:13]3[c:18]([cH:19][cH:20]2)[CH2:17][N:16]([CH3:23])[CH2:15][CH2:14]3)[c:5](=[O:9])[n:6]([CH3:8])[cH:7]1.